This data is from the Open Reaction Database (ORD), a public repository of structured organic reaction records. The task is: describe an organic reaction: reactants, conditions, products, and yield Reactants: O1C(OCC1)CN1C2=C(N=CC1=O)C=NC=C2 (1-(1,3-dioxolan-2-ylmethyl)pyrido(3,4-b)pyrazin-2(1H)-one), FC(C(=O)O)(F)F (trifluoroacetic acid), FC(C(=O)O)(F)F (trifluoroacetic acid). Reaction conditions: time 2 hour. Product: O=C1N(C2=C(N=C1)C=NC=C2)CC=O ((2-oxopyrido(3,4-b)pyrazin-1(2H)-yl)acetaldehyde). Yield: 51.9%. RXN SMILES: [O:1]1CCO[CH:2]1[CH2:6][N:7]1[C:12](=[O:13])[CH:11]=[N:10][C:9]2[CH:14]=[N:15][CH:16]=[CH:17][C:8]1=2.FC(F)(F)C(O)=O>>[O:13]=[C:12]1[CH:11]=[N:10][C:9]2[CH:14]=[N:15][CH:16]=[CH:17][C:8]=2[N:7]1[CH2:6][CH:2]=[O:1]. Procedure: To 95 mg of 1-(1,3-dioxolan-2-ylmethyl)pyrido(3,4-b)pyrazin-2(1H)-one, 4.0 mL of an 80% aqueous trifluoroacetic acid solution was added, and the mixture was stirred at room temperature for 2 hours, and then left overnight. Thereto was added 4.0 mL of an 80% aqueous trifluoroacetic acid solution, and the mixture was stirred at 50 to 70° C. for 6 hours. The reaction mixture was cooled to room temperature, and the solvent was distilled off under reduced pressure. The resultant residue was charged w... Reactants: COCCOC1=CC=2N(C=C1)C(=CN2)C2=NC1=C(C=CC=C1C=C2)O (2-(7-(2-Methoxyethoxy)imidazo[1,2-a]pyridin-3-yl)quinolin-8-ol), N(=NC(=O)OCC)C(=O)OCC (diethyl azodicarboxylate), OC1CCN(CC1)C(=O)OC(C)(C)C (tert-butyl 4-hydroxypiperidine-1-carboxylate), C1(=CC=CC=C1)P(C1=CC=CC=C1)C1=CC=CC=C1 (triphenylphosphine). Run in C1CCOC1 (THF), CCOC(=O)C (EtOAc). Reaction conditions: time 8 hour. The product is COCCOC1=CC=2N(C=C1)C(=CN2)C2=NC1=C(C=CC=C1C=C2)OC2CCN(CC2)C(=O)OC(C)(C)C (tert-butyl 4-(2-(7-(2-methoxyethoxy)imidazo[1,2-a]pyridin-3-yl)quinolin-8-yloxy)piperidine-1-carboxylate). Isolated yield 62.5%. As a reaction SMILES: [CH3:1][O:2][CH2:3][CH2:4][O:5][C:6]1[CH:11]=[CH:10][N:9]2[C:12]([C:15]3[CH:24]=[CH:23][C:22]4[C:17](=[C:18]([OH:25])[CH:19]=[CH:20][CH:21]=4)[N:16]=3)=[CH:13][N:14]=[C:8]2[CH:7]=1.O[CH:27]1[CH2:32][CH2:31][N:30]([C:33]([O:35][C:36]([CH3:39])([CH3:38])[CH3:37])=[O:34])[CH2:29][CH2:28]1.C1(P(C2C=CC=CC=2)C2C=CC=CC=2)C=CC=CC=1.N(C(OCC)=O)=NC(OCC)=O>C1COCC1.CCOC(C)=O>[CH3:1][O:2][CH2:3][CH2:4][O:5][C:6]1[CH:11]=[CH:10][N:9]2[C:12]([C:15]3[CH:24]=[CH:23][C:22]4[C:17](=[C:18]([O:25][CH:27]5[CH2:32][CH2:31][N:30]([C:33]([O:35][C:36]([CH3:39])([CH3:38])[CH3:37])=[O:34])[CH2:29][CH2:28]5)[CH:19]=[CH:20][CH:21]=4)[N:16]=3)=[CH:13][N:14]=[C:8]2[CH:7]=1. Reported procedure: 2-(7-(2-Methoxyethoxy)imidazo[1,2-a]pyridin-3-yl)quinolin-8-ol (0.030 g, 0.0895 mmol), tert-butyl 4-hydroxypiperidine-1-carboxylate (0.0198 g, 0.0984 mmol), triphenylphosphine (0.0352 g, 0.134 mmol) and diethyl azodicarboxylate (0.0211 ml, 0.134 mmol) were combined in anhydrous THF (1 mL). The reaction mixture was stirred overnight at ambient temperature, then diluted with EtOAc and washed with saturated NaHCO3 and brine, dried (Na2SO4), filtered and concentrated under reduced pressure. The resi...